Dataset: the Open Reaction Database (ORD), a public repository of structured organic reaction records. Task: describe an organic reaction: reactants, conditions, products, and yield Reactants: BrC1=C(SC=C1)C(=NO)C1=CC(=CC=C1)OC ((3-bromothiophen-2-yl)-(3-methoxyphenyl)methanone oxime), [OH-].[K+] (KOH), C(C)OCCO (2-ethoxyethanol). The reagents and catalysts are [Cu](Cl)Cl (copper chloride). The solvent is CCCCCC (hexane). Product: COC=1C=C(C=CC1)C1=NOC2=C1SC=C2 (3-(3-methoxyphenyl)thieno[2,3-d]isoxazole). Yield: 67.6%. As a reaction SMILES: Br[C:2]1[CH:6]=[CH:5][S:4][C:3]=1[C:7]([C:10]1[CH:15]=[CH:14][CH:13]=[C:12]([O:16][CH3:17])[CH:11]=1)=[N:8][OH:9].[OH-].[K+].C(OCCO)C>[Cu](Cl)Cl.CCCCCC>[CH3:17][O:16][C:12]1[CH:11]=[C:10]([C:7]2[C:3]3[S:4][CH:5]=[CH:6][C:2]=3[O:9][N:8]=2)[CH:15]=[CH:14][CH:13]=1 |f:1.2|. Procedure details: Reflux a mixture of (3-bromothiophen-2-yl)-(3-methoxyphenyl)methanone oxime (10 g, 0.032 mol), KOH (3.6 g, 0.064 mol dissolved in 10 mL water) and 2-ethoxyethanol (40 mL) under nitrogen for one hour at 105–110° C. Add copper chloride (0.16 g, 0.0016 mol) whereupon the reaction mixture becomes dark brown in color. Heat the reacton for an additional four hours. TLC shows that the reaction is complete. Add water and extract the organics into ether. Wash the ether phase with water, dry (MgSO4), filt... The reactants are O=C([O-])[O-], COC(=O)c1ccc(NS(C)(=O)=O)cc1Cl, [Cs+], [Cs+], CC(C)CI, CN(C)C=O. Yields the product COC(=O)c1ccc(N(CC(C)C)S(C)(=O)=O)cc1Cl. RXN SMILES: [C:6](=[O:7])([O-:8])[O-:9].[Cl:12][c:13]1[c:14]([C:15](=[O:16])[O:17][CH3:18])[cH:19][cH:20][c:21]([NH:23][S:24](=[O:25])(=[O:26])[CH3:27])[cH:22]1.[Cs+:10].[Cs+:11].[I:1][CH2:2][CH:3]([CH3:4])[CH3:5].[O:28]=[CH:29][N:30]([CH3:31])[CH3:32]>>[CH2:2]([CH:3]([CH3:4])[CH3:5])[N:23]([c:21]1[cH:20][cH:19][c:14]([C:15](=[O:16])[O:17][CH3:18])[c:13]([Cl:12])[cH:22]1)[S:24](=[O:25])(=[O:26])[CH3:27]. Starting materials: COc1cc2c(Cl)ncnc2c(OC)c1OC, Clc1ccc2c(c1)NCC2. Product: COc1cc2c(N3CCc4ccc(Cl)cc43)ncnc2c(OC)c1OC. As a reaction SMILES: [Cl:11][c:12]1[n:13][cH:14][n:15][c:16]2[c:17]([O:26][CH3:27])[c:18]([O:24][CH3:25])[c:19]([O:22][CH3:23])[cH:20][c:21]12.[Cl:1][c:2]1[cH:3][cH:4][c:5]2[c:9]([cH:10]1)[NH:8][CH2:7][CH2:6]2>>[Cl:1][c:2]1[cH:3][cH:4][c:5]2[c:9]([cH:10]1)[N:8]([c:12]1[n:13][cH:14][n:15][c:16]3[c:17]([O:26][CH3:27])[c:18]([O:24][CH3:25])[c:19]([O:22][CH3:23])[cH:20][c:21]13)[CH2:7][CH2:6]2.